Dataset: the Open Reaction Database (ORD), a public repository of structured organic reaction records. Task: describe an organic reaction: reactants, conditions, products, and yield Procedure details: 10 ml of 48% hydrobromic acid is added to 1 g of 1-phenyl-2-(N-benzyl)amino-3,4-dimethyl-6-ethoxy-3-hexene obtained according to the procedure described in Example 13 and the mixture is refluxed for 5 minutes. After cooling, the mixture is neutralized with an aqueous ammonia and extracted with ethyl ether. The ether layer is washed with water and dried with sodium sulfate. The solvent is removed by distillation. The residue is dissolved in 10 ml of acetone. 1 g of sodium hydrogen carbonate is ad... Run in Br (hydrobromic acid). As a reaction SMILES: [C:1]1([CH2:7][CH:8]([NH:18][CH2:19][C:20]2[CH:25]=[CH:24][CH:23]=[CH:22][CH:21]=2)[C:9]([CH3:17])=[C:10]([CH3:16])[CH2:11][CH2:12]OCC)[CH:6]=[CH:5][CH:4]=[CH:3][CH:2]=1.N>Br>[CH2:19]([N:18]1[CH2:12][CH2:11][C:10]([CH3:16])=[C:9]([CH3:17])[CH:8]1[CH2:7][C:1]1[CH:6]=[CH:5][CH:4]=[CH:3][CH:2]=1)[C:20]1[CH:25]=[CH:24][CH:23]=[CH:22][CH:21]=1. Yields the product C(C1=CC=CC=C1)N1C(C(=C(CC1)C)C)CC1=CC=CC=C1 (1,2-dibenzyl-3,4-dimethyl-1,2,5,6-tetrahydropyridine). Yield: 23.2%. The reactants are C1(=CC=CC=C1)CC(C(=C(CCOCC)C)C)NCC1=CC=CC=C1 (1-phenyl-2-(N-benzyl)amino-3,4-dimethyl-6-ethoxy-3-hexene), N (ammonia).